From a dataset of the Open Reaction Database (ORD), a public repository of structured organic reaction records. describe an organic reaction: reactants, conditions, products, and yield Starting materials: C(C)OC(=O)C1(CC=CC1)C=1SC(=CC1)C=O (1-(5-formylthiophen-2-yl)cyclopent-3ene carboxylic acid ethyl ester), C(C)OC(=O)C1(CC=CC1)C=1SC(=CC1)C=O (1-(5-formylthiophen-2-yl)cyclopent-3ene carboxylic acid ethyl ester), [BH4-].[Na+] (sodium borohydride). Run in CO (methanol). Conditions: time 2 hour. Yields the product C(C)OC(=O)C1(CC=CC1)C=1SC(=CC1)CO (1-(5-hydroxymethylthiophen-2-yl)-cyclopent-3ene carboxylic acid ethyl ester). As a reaction SMILES: [CH2:1]([O:3][C:4]([C:6]1([C:11]2[S:12][C:13]([CH:16]=[O:17])=[CH:14][CH:15]=2)[CH2:10][CH:9]=[CH:8][CH2:7]1)=[O:5])[CH3:2].[BH4-].[Na+]>CO>[CH2:1]([O:3][C:4]([C:6]1([C:11]2[S:12][C:13]([CH2:16][OH:17])=[CH:14][CH:15]=2)[CH2:7][CH:8]=[CH:9][CH2:10]1)=[O:5])[CH3:2] |f:1.2|. Procedure: To a solution of the product of Step 2, above (3) (0.93 mmol), in 3 ml methanol at 0° C. was added sodium borohydride (2.0 mmol). The reaction was slowly allowed to warm to ambient temperature and was stirred for 2 hours. The reaction was quenched with saturated ammonium chloride and extracted (2×10 ml EtOAc). The organic extracts were combined and washed with saturated sodium bicarbonate and brine, dried with MgSO4, filtered and concentrated to yield the title compound (4). Reactants: CCN=C=NCCCN(C)C, CSc1c(C(=O)O)nn(-c2ccc(Cl)cc2Cl)c1-c1ccc(Cl)cc1, ClCCl, Cl, NN1CCCCC1. Yields the product CSc1c(C(=O)NN2CCCCC2)nn(-c2ccc(Cl)cc2Cl)c1-c1ccc(Cl)cc1. RXN SMILES: [CH3:27][N:28]([CH3:29])[CH2:30][CH2:31][CH2:32][N:33]=[C:34]=[N:35][CH2:36][CH3:37].[Cl:1][c:2]1[cH:3][cH:4][c:5](-[c:8]2[c:9]([S:24][CH3:25])[c:10]([C:21](=[O:22])[OH:23])[n:11][n:12]2-[c:13]2[c:14]([Cl:20])[cH:15][c:16]([Cl:19])[cH:17][cH:18]2)[cH:6][cH:7]1.[Cl:45][CH2:46][Cl:47].[ClH:26].[NH2:38][N:39]1[CH2:40][CH2:41][CH2:42][CH2:43][CH2:44]1>>[Cl:1][c:2]1[cH:3][cH:4][c:5](-[c:8]2[c:9]([S:24][CH3:25])[c:10]([C:21](=[O:23])[NH:38][N:39]3[CH2:40][CH2:41][CH2:42][CH2:43][CH2:44]3)[n:11][n:12]2-[c:13]2[c:14]([Cl:20])[cH:15][c:16]([Cl:19])[cH:17][cH:18]2)[cH:6][cH:7]1. Starting materials: FC(OC1=CC=C(CBr)C=C1)(F)F (4-trifluoromethoxybenzyl bromide), C([O-])([O-])=O.[K+].[K+] (potassium carbonate), C(C)OC(CC1(CC1)CCC(CC1=CC=C(C(=O)OC(C)(C)C)C=C1)\C=C\C1=C(C=CC=C1)O)=O (tert-butyl 4-[(3E)-2-{2-[1-(2-ethoxy-2-oxoethyl)cyclopropyl]ethyl}-4-(2-hydroxyphenyl)but-3-en-1-yl]benzoate). Solvent: C(C)#N (acetonitrile). Yields the product C(C)OC(CC1(CC1)CCC(CC1=CC=C(C(=O)OC(C)(C)C)C=C1)\C=C\C1=C(C=CC=C1)OCC1=CC=C(C=C1)OC(F)(F)F)=O (tert-Butyl 4-[(3E)-2-{2-[1-(2-ethoxy-2-oxoethyl)cyclopropyl]ethyl}-4-(2-{[4-(trifluoromethoxy)-benzyl]oxy}phenyl)but-3-en-1-yl]benzoate). RXN SMILES: [F:1][C:2]([F:13])([F:12])[O:3][C:4]1[CH:11]=[CH:10][C:7]([CH2:8]Br)=[CH:6][CH:5]=1.C(=O)([O-])[O-].[K+].[K+].[CH2:20]([O:22][C:23](=[O:54])[CH2:24][C:25]1([CH2:28][CH2:29][CH:30](/[CH:45]=[CH:46]/[C:47]2[CH:52]=[CH:51][CH:50]=[CH:49][C:48]=2[OH:53])[CH2:31][C:32]2[CH:44]=[CH:43][C:35]([C:36]([O:38][C:39]([CH3:42])([CH3:41])[CH3:40])=[O:37])=[CH:34][CH:33]=2)[CH2:27][CH2:26]1)[CH3:21]>C(#N)C>[CH2:20]([O:22][C:23](=[O:54])[CH2:24][C:25]1([CH2:28][CH2:29][CH:30](/[CH:45]=[CH:46]/[C:47]2[CH:52]=[CH:51][CH:50]=[CH:49][C:48]=2[O:53][CH2:8][C:7]2[CH:10]=[CH:11][C:4]([O:3][C:2]([F:13])([F:12])[F:1])=[CH:5][CH:6]=2)[CH2:31][C:32]2[CH:33]=[CH:34][C:35]([C:36]([O:38][C:39]([CH3:42])([CH3:41])[CH3:40])=[O:37])=[CH:43][CH:44]=2)[CH2:26][CH2:27]1)[CH3:21] |f:1.2.3|. Procedure: 118 mg (0.46 mmol) of 4-trifluoromethoxybenzyl bromide and 98 mg (0.71 mmol) of anhydrous potassium carbonate are added to a solution of 170 mg (0.36 mmol) of tert-butyl 4-[(3E)-2-{2-[1-(2-ethoxy-2-oxoethyl)cyclopropyl]ethyl}-4-(2-hydroxyphenyl)but-3-en-1-yl]benzoate in 3 ml of dry acetonitrile, and the mixture is heated under reflux for 12 hours. The mixture is then concentrated to dryness. The residue is taken up in ethyl acetate, washed with water and saturated sodium chloride solution and dr... The reactants are CN(C)C=O, CCO, c1cc(OCC2CO2)cc(-c2noc3ncccc23)c1, c1cc2c(s1)CCNC2. The product is OC(COc1cccc(-c2noc3ncccc23)c1)CN1CCc2sccc2C1. RXN SMILES: [CH3:30][N:31]([CH3:32])[CH:33]=[O:34].[CH3:35][CH2:36][OH:37].[O:1]1[CH:2]([CH2:4][O:5][c:6]2[cH:7][c:8](-[c:12]3[n:13][o:14][c:15]4[n:16][cH:17][cH:18][cH:19][c:20]34)[cH:9][cH:10][cH:11]2)[CH2:3]1.[s:21]1[cH:22][cH:23][c:24]2[c:29]1[CH2:28][CH2:27][NH:26][CH2:25]2>>[OH:1][CH:2]([CH2:3][N:26]1[CH2:25][c:24]2[cH:23][cH:22][s:21][c:29]2[CH2:28][CH2:27]1)[CH2:4][O:5][c:6]1[cH:7][c:8](-[c:12]2[n:13][o:14][c:15]3[n:16][cH:17][cH:18][cH:19][c:20]23)[cH:9][cH:10][cH:11]1. Reactants: O (water), [Na] (Sodium), C=1(C(=CC=CC1)C)C (xylene), C=1(C(=CC=CC1)C)C (xylene), resultant mixture, 2-ethyl-propyl-1,3-ditosylate, C(CC(=O)OCC)(=O)OCC (diethyl malonate), C=1(C(=CC=CC1)C)C (xylene). Conditions: temperature 130 celsius, time 18 hour. Yields the product C(C)C1CC(C1)(C(=O)OCC)C(=O)OCC (3-Ethyl-1,1-dicarbethoxycyclobutane). As a reaction SMILES: [Na].[C:2]([O:10][CH2:11][CH3:12])(=[O:9])[CH2:3][C:4]([O:6][CH2:7][CH3:8])=[O:5].O.[C:14]1([CH3:21])[C:15](C)=CC=[CH:18][CH:19]=1>>[CH2:19]([CH:14]1[CH2:21][C:3]([C:4]([O:6][CH2:7][CH3:8])=[O:5])([C:2]([O:10][CH2:11][CH3:12])=[O:9])[CH2:15]1)[CH3:18] |^1:0|. Procedure: Sodium metal (7.6 g, 0.33 g/atom) was dispersed in 50 ml of dry xylene (distilled from sodium hydride) by heating to 130° C. with rapid stirring. Dry xylene (168 ml) and 47.8 g (45.2 ml, 0.298 mole) of diethyl malonate were then added thereto and the mixture was allowed to react at 120° C. To the resultant mixture there was then added 48.1 g (0.116 mole) of 2-ethyl-propyl-1,3-ditosylate (prepared in 1B) dissolved in 120 ml of dry xylene. This reaction mixture was heated to about 150° C. and stir... Reactants: C(CCCCC)N1C(C(=C(C(=C1)C1=CC=CC=C1)C)[N+](=O)[O-])=O (1-hexyl-4-methyl-3-nitro-5-phenyl-2-pyridone). The reagents and catalysts are [Pd] (Pd/C). The solvent is C(C)(=O)OCC (ethyl acetate). Run at time 4 hour. Yields the product NC=1C(N(C=C(C1C)C1=CC=CC=C1)CCCCCC)=O (3-amino-1-hexyl-4-methyl-5-phenyl-2-pyridone). The yield is 97.3%. RXN SMILES: [CH2:1]([N:7]1[CH:12]=[C:11]([C:13]2[CH:18]=[CH:17][CH:16]=[CH:15][CH:14]=2)[C:10]([CH3:19])=[C:9]([N+:20]([O-])=O)[C:8]1=[O:23])[CH2:2][CH2:3][CH2:4][CH2:5][CH3:6]>C(OCC)(=O)C.[Pd]>[NH2:20][C:9]1[C:8](=[O:23])[N:7]([CH2:1][CH2:2][CH2:3][CH2:4][CH2:5][CH3:6])[CH:12]=[C:11]([C:13]2[CH:18]=[CH:17][CH:16]=[CH:15][CH:14]=2)[C:10]=1[CH3:19]. Reported procedure: A mixture of 1-hexyl-4-methyl-3-nitro-5-phenyl-2-pyridone (0.093 g, 0.30 mmol) and 10% Pd/C in ethyl acetate (100 ml,) was hydrogenated at 45 psi in a Parr apparatus for 4 hours. The catalyst was removed by filtration, and the solvent was evaporated to give 3-amino-1-hexyl-4-methyl-5-phenyl-2-pyridone (0.083 g, 97%).